Dataset: the Open Reaction Database (ORD), a public repository of structured organic reaction records. Task: describe an organic reaction: reactants, conditions, products, and yield Reactants: C(=O)(OC(C)(C)C)NCC=C (N—BOC-allylamine), C(C)O (ethanol), Cl.C(C1=CC=CC=C1)NO (benzylhydroxylamine hydrochloride), C=O (paraformaldehyde). The solvent is C1(=CC=CC=C1)C (toluene), C(C)N(CC)CC (triethylamine). Run at time 24 hour. Yields the product C(C)(C)(C)OC(NCC1CCN(O1)CC1=CC=CC=C1)=O ((2-Benzyl-isoxazolidin-5-ylmethyl)-carbamic acid tert-butyl ester). Reaction SMILES: [C:1]([NH:8][CH2:9][CH:10]=[CH2:11])([O:3][C:4]([CH3:7])([CH3:6])[CH3:5])=[O:2].[CH2:12](O)C.Cl.[CH2:16]([NH:23][OH:24])[C:17]1[CH:22]=[CH:21][CH:20]=[CH:19][CH:18]=1.C=O>C1(C)C=CC=CC=1.C(N(CC)CC)C>[C:4]([O:3][C:1](=[O:2])[NH:8][CH2:9][CH:10]1[O:24][N:23]([CH2:16][C:17]2[CH:22]=[CH:21][CH:20]=[CH:19][CH:18]=2)[CH2:12][CH2:11]1)([CH3:5])([CH3:6])[CH3:7] |f:2.3|. Reported procedure: Following the procedure described in Tetrahedron 55, 1999, 4685-4698, N—BOC-allylamine (2 g) was dissolved in toluene (130 ml) and ethanol (45 ml) then benzylhydroxylamine hydrochloride (3.05 g), paraformaldehyde (3.16 g) and triethylamine (1.93 g) were added. The reaction mixture was allowed to stir at room temperature for 24 hours, then the solvent was evaporated in vacuo. The resulting residue was diluted in ethyl acetate and the hydrochloride salt of triethylamine was filtered off. The filtr...